From a dataset of the Open Reaction Database (ORD), a public repository of structured organic reaction records. describe an organic reaction: reactants, conditions, products, and yield Reactants: COC(CNC)OC (methylaminoacetaldehyde dimethylacetal), C1=CC=CC=C1 (benzene), ClC=1C=C(OC(C)C2=NN=C(S2)N=C=O)C=C(C1)Cl (5-[1-(3,5-dichlorophenoxy)ethyl]-1,3,4-thiadiazol-2-yl isocyanate). The solvent is CCCCCC (hexane). Yields the product ClC=1C=C(OC(C)C2=NN=C(S2)NC(N(CC(OC)OC)C)=O)C=C(C1)Cl (3-[5-[1-(3,5-dichlorophenoxy)ethyl]-1,3,4-thiadiazol-2-yl]-1-methyl-1-(2,2-dimethoxyethyl)urea). As a reaction SMILES: [CH3:1][O:2][CH:3]([O:7][CH3:8])[CH2:4][NH:5][CH3:6].C1C=CC=CC=1.[Cl:15][C:16]1[CH:17]=[C:18]([CH:30]=[C:31]([Cl:33])[CH:32]=1)[O:19][CH:20]([C:22]1[S:26][C:25]([N:27]=[C:28]=[O:29])=[N:24][N:23]=1)[CH3:21]>CCCCCC>[Cl:15][C:16]1[CH:17]=[C:18]([CH:30]=[C:31]([Cl:33])[CH:32]=1)[O:19][CH:20]([C:22]1[S:26][C:25]([NH:27][C:28](=[O:29])[N:5]([CH3:6])[CH2:4][CH:3]([O:7][CH3:8])[O:2][CH3:1])=[N:24][N:23]=1)[CH3:21]. Procedure details: 3.8 grams (0.032 mole) of methylaminoacetaldehyde dimethylacetal was added to a 50 milliliter benzene solution containing 10.0 grams (0.032 mole) of the 5-[1-(3,5-dichlorophenoxy)ethyl]-1,3,4-thiadiazol-2-yl isocyanate dimer (prepared above). The resulting solution was heated to reflux, 50 milliliters of hexane was added, and the solution cooled. The crystals were filtered off, and dried in a vacuum oven at 80° C. to give 7.9 grams of fluffy waxy crystals of 3-[5-[1-(3,5-dichlorophenoxy)ethyl]-1... The reactants are COc1ccc2c(c1)CCC(c1ccc(OC)cc1NCCc1ccc(OCc3ccccc3)cc1)C2, COc1ccc2c(c1)CCC(c1ccc(OC)cc1CNCCc1ccc(OCc3ccccc3)cc1)C2. The product is COc1ccc2c(c1)CCC(c1ccc(OC)cc1CNCCc1ccc(O)cc1)C2. RXN SMILES: [CH2:1]([O:2][c:3]1[cH:4][cH:5][c:6]([CH2:7][CH2:8][NH:9][c:10]2[cH:11][c:12]([O:13][CH3:14])[cH:15][cH:16][c:17]2[CH:18]2[CH2:19][CH2:20][c:21]3[c:22]([cH:23][cH:24][c:25]([O:26][CH3:27])[cH:28]3)[CH2:29]2)[cH:30][cH:31]1)[c:32]1[cH:33][cH:34][cH:35][cH:36][cH:37]1.[CH2:38]([c:39]1[cH:40][cH:41][cH:42][cH:43][cH:44]1)[O:45][c:46]1[cH:47][cH:48][c:49]([CH2:52][CH2:53][NH:54][CH2:55][c:56]2[c:57]([CH:64]3[CH2:65][c:66]4[cH:67][cH:68][c:69]([O:74][CH3:75])[cH:70][c:71]4[CH2:72][CH2:73]3)[cH:58][cH:59][c:60]([O:62][CH3:63])[cH:61]2)[cH:50][cH:51]1>>[OH:45][c:46]1[cH:47][cH:48][c:49]([CH2:52][CH2:53][NH:54][CH2:55][c:56]2[c:57]([CH:64]3[CH2:65][c:66]4[cH:67][cH:68][c:69]([O:74][CH3:75])[cH:70][c:71]4[CH2:72][CH2:73]3)[cH:58][cH:59][c:60]([O:62][CH3:63])[cH:61]2)[cH:50][cH:51]1.